Dataset: the Open Reaction Database (ORD), a public repository of structured organic reaction records. Task: describe an organic reaction: reactants, conditions, products, and yield Starting materials: BrCCc1ccccc1, COc1ccccc1-c1cc2c(cc1OC)NC(=O)CN=C2c1cccc(C#N)c1. Yields the product COc1ccccc1-c1cc2c(cc1OC)N(CCc1ccccc1)C(=O)CN=C2c1cccc(C#N)c1. Reaction SMILES: [CH2:31]([CH2:32][c:33]1[cH:34][cH:35][cH:36][cH:37][cH:38]1)[Br:39].[CH3:1][O:2][c:3]1[c:4](-[c:23]2[c:24]([O:29][CH3:30])[cH:25][cH:26][cH:27][cH:28]2)[cH:5][c:6]2[c:7]([cH:22]1)[NH:8][C:9](=[O:21])[CH2:10][N:11]=[C:12]2[c:13]1[cH:14][c:15]([C:16]#[N:17])[cH:18][cH:19][cH:20]1>>[CH3:1][O:2][c:3]1[c:4](-[c:23]2[c:24]([O:29][CH3:30])[cH:25][cH:26][cH:27][cH:28]2)[cH:5][c:6]2[c:7]([cH:22]1)[N:8]([CH2:31][CH2:32][c:33]1[cH:34][cH:35][cH:36][cH:37][cH:38]1)[C:9](=[O:21])[CH2:10][N:11]=[C:12]2[c:13]1[cH:14][c:15]([C:16]#[N:17])[cH:18][cH:19][cH:20]1. Starting materials: CCOC(=O)C=C1CCN(C(=O)OC(C)(C)C)CC1(C)C, CO. Yields the product CCOC(=O)CC1CCN(C(=O)OC(C)(C)C)CC1(C)C. Reaction SMILES: [CH2:1]([CH3:2])[O:3][C:4](=[O:5])[CH:6]=[C:7]1[C:8]([CH3:20])([CH3:21])[CH2:9][N:10]([C:13](=[O:14])[O:15][C:16]([CH3:17])([CH3:18])[CH3:19])[CH2:11][CH2:12]1.[CH3:22][OH:23]>>[CH2:1]([CH3:2])[O:3][C:4](=[O:5])[CH2:6][CH:7]1[C:8]([CH3:20])([CH3:21])[CH2:9][N:10]([C:13](=[O:14])[O:15][C:16]([CH3:17])([CH3:18])[CH3:19])[CH2:11][CH2:12]1. The reactants are CCC=CCC=CCC=CCC=CCC=CCC=CCCC(=O)O, COC(=O)C(C)N, CCN=C=NCCCN(C)C, CC#N, CCOC(C)=O, CCN(C(C)C)C(C)C, Cl. Yields the product CCC=CCC=CCC=CCC=CCC=CCC=CCCC(=O)NC(C)C(=O)OC. RXN SMILES: [C:9]([CH2:10][CH2:11][CH:12]=[CH:13][CH2:14][CH:15]=[CH:16][CH2:17][CH:18]=[CH:19][CH2:20][CH:21]=[CH:22][CH2:23][CH:24]=[CH:25][CH2:26][CH:27]=[CH:28][CH2:29][CH3:30])(=[O:31])[OH:32].[CH3:2][O:3][C:4]([CH:5]([NH2:6])[CH3:7])=[O:8].[CH3:33][CH2:34][N:35]=[C:36]=[N:37][CH2:38][CH2:39][CH2:40][N:41]([CH3:42])[CH3:43].[CH3:53][C:54]#[N:55].[CH3:56][CH2:57][O:58][C:59]([CH3:60])=[O:61].[CH:44]([N:45]([CH2:46][CH3:47])[CH:48]([CH3:49])[CH3:50])([CH3:51])[CH3:52].[ClH:1]>>[CH3:2][O:3][C:4]([CH:5]([NH:6][C:9]([CH2:10][CH2:11][CH:12]=[CH:13][CH2:14][CH:15]=[CH:16][CH2:17][CH:18]=[CH:19][CH2:20][CH:21]=[CH:22][CH2:23][CH:24]=[CH:25][CH2:26][CH:27]=[CH:28][CH2:29][CH3:30])=[O:31])[CH3:7])=[O:8]. Reactants: COC(=O)[C@@]1(OC2=C(CC1)C(=C(C(=C2C)C)O)C)C ((R)-(+)-6-hydroxy-3,4-dihydro-2,5,7,8-tetramethyl-2H-1-benzopyran-2-carboxylic acid methyl ester), C([O-])([O-])=O.[K+].[K+] (potassium carbonate), C1COCCOCCOCCOCCOCCO1 (18-crown-6), BrCCCCCBr (1,5-dibromopentane). Solvent: O (water), CCOCC (ether), C(C)#N (acetonitrile). Yields the product COC(=O)[C@@]1(OC2=C(CC1)C(=C(C(=C2C)C)OCCCCCBr)C)C ((R)-(+)-6-[(5-bromopentyl)oxy]-3,4-dihydro-2,5,7,8-tetramethyl-2H-1-benzopyran-2-carboxylic acid methyl ester). Yield: 95.5%. As a reaction SMILES: [CH3:1][O:2][C:3]([C@@:5]1([CH3:19])[CH2:10][CH2:9][C:8]2[C:11]([CH3:18])=[C:12]([OH:17])[C:13]([CH3:16])=[C:14]([CH3:15])[C:7]=2[O:6]1)=[O:4].C(=O)([O-])[O-].[K+].[K+].C1OCCOCCOCCOCCOCCOC1.[Br:44][CH2:45][CH2:46][CH2:47][CH2:48][CH2:49]Br>O.CCOCC.C(#N)C>[CH3:1][O:2][C:3]([C@@:5]1([CH3:19])[CH2:10][CH2:9][C:8]2[C:11]([CH3:18])=[C:12]([O:17][CH2:49][CH2:48][CH2:47][CH2:46][CH2:45][Br:44])[C:13]([CH3:16])=[C:14]([CH3:15])[C:7]=2[O:6]1)=[O:4] |f:1.2.3|. Reported procedure: A mixture of 6.5 g (24.6 mmoles) of (R)-(+)-6-hydroxy-3,4-dihydro-2,5,7,8-tetramethyl-2H-1-benzopyran-2-carboxylic acid methyl ester, 10.37 g (75.1 mmoles) of anhydrous potassium carbonate, 1.12 g of 18-crown-6, 39.3 ml (0.2 mole) of 1,5-dibromopentane, and 150 ml of acetonitrile was stirred and refluxed for 21 hours. After being cooled, the mixture was treated with ether and water. The organic layer was separated, washed with water and brine, dried over anhydrous magnesium sulfate, filtered and... Starting materials: FC1=C(C=CC=C1)B(O)O (2-Fluorobenzeneboronic acid), FC(S(=O)(=O)OC1=C(CCC1)C(=O)OCC)(F)F (ethyl 2-trifluoromethanesulfonyloxycyclopent-1-enecarboxylate), C(C)O (ethanol), C([O-])([O-])=O.[Na+].[Na+] (sodium carbonate). The reagents and catalysts are C=1C=CC(=CC1)[P](C=2C=CC=CC2)(C=3C=CC=CC3)[Pd]([P](C=4C=CC=CC4)(C=5C=CC=CC5)C=6C=CC=CC6)([P](C=7C=CC=CC7)(C=8C=CC=CC8)C=9C=CC=CC9)[P](C=1C=CC=CC1)(C=1C=CC=CC1)C=1C=CC=CC1 (tetrakis(triphenylphosphine)palladium). The solvent is C1(=CC=CC=C1)C (toluene). Conditions: temperature 85 celsius, time 8 hour. Product: FC1=C(C=CC=C1)C1=C(CCC1)C(=O)OCC (ethyl 2-(2-fluorophenyl)cyclopent-1-enecarboxylate). RXN SMILES: [F:1][C:2]1[CH:7]=[CH:6][CH:5]=[CH:4][C:3]=1B(O)O.FC(F)(F)S(O[C:17]1[CH2:21][CH2:20][CH2:19][C:18]=1[C:22]([O:24][CH2:25][CH3:26])=[O:23])(=O)=O.C(O)C.C(=O)([O-])[O-].[Na+].[Na+]>C1(C)C=CC=CC=1.C1C=CC([P]([Pd]([P](C2C=CC=CC=2)(C2C=CC=CC=2)C2C=CC=CC=2)([P](C2C=CC=CC=2)(C2C=CC=CC=2)C2C=CC=CC=2)[P](C2C=CC=CC=2)(C2C=CC=CC=2)C2C=CC=CC=2)(C2C=CC=CC=2)C2C=CC=CC=2)=CC=1>[F:1][C:2]1[CH:7]=[CH:6][CH:5]=[CH:4][C:3]=1[C:17]1[CH2:21][CH2:20][CH2:19][C:18]=1[C:22]([O:24][CH2:25][CH3:26])=[O:23] |f:3.4.5,^1:48,50,69,88|. Procedure details: 2-Fluorobenzeneboronic acid (4.48 g) and tetrakis(triphenylphosphine)palladium (740 mg) were added to a solution of ethyl 2-trifluoromethanesulfonyloxycyclopent-1-enecarboxylate obtained in Preparation Example 3-(1) in toluene. Then, ethanol (100 mL) and a 1 N sodium carbonate solution (32 mL) were added to the reaction solution, followed by replacement of the reaction atmosphere with nitrogen. The reaction solution was heated to 85° C. and stirred overnight. The reaction solution was cooled to ... Starting materials: C(C1=CC=CC=C1)OC=1C=CC(=NC1C1=NN2C(C=CC=C2)=C1CO)C=1C(=CC2=C(C(=C(O2)C2=CC=C(C=C2)F)C(=O)NC)C1)N(S(=O)(=O)C)C (5-(5-(benzyloxy)-6-(3-(hydroxymethyl)pyrazolo[1,5-a]pyridin-2-yl)pyridin-2-yl)-2-(4-fluorophenyl)-N-methyl-6-(N-methylmethylsulfonamido)benzofuran-3-carboxamide). The reagents and catalysts are [Pd] (Pd/C). The solvent is CO (MeOH). Conditions: time 2 hour. The product is FC1=CC=C(C=C1)C=1OC2=C(C1C(=O)NC)C=C(C(=C2)N(S(=O)(=O)C)C)C2=NC(=C(C=C2)O)C2=NN1C(C=CC=C1)=C2CO (2-(4-fluorophenyl)-5-(5-hydroxy-6-(3-(hydroxymethyl)pyrazolo[1,5-a]pyridin-2-yl)pyridin-2-yl)-N-methyl-6-(N-methylmethylsulfonamido)benzofuran-3-carboxamide). The yield is 46.4%. Reaction SMILES: C([O:8][C:9]1[CH:10]=[CH:11][C:12]([C:26]2[C:27]([N:46]([CH3:51])[S:47]([CH3:50])(=[O:49])=[O:48])=[CH:28][C:29]3[O:33][C:32]([C:34]4[CH:39]=[CH:38][C:37]([F:40])=[CH:36][CH:35]=4)=[C:31]([C:41]([NH:43][CH3:44])=[O:42])[C:30]=3[CH:45]=2)=[N:13][C:14]=1[C:15]1[C:23]([CH2:24][OH:25])=[C:18]2[CH:19]=[CH:20][CH:21]=[CH:22][N:17]2[N:16]=1)C1C=CC=CC=1>CO.[Pd]>[F:40][C:37]1[CH:36]=[CH:35][C:34]([C:32]2[O:33][C:29]3[CH:28]=[C:27]([N:46]([CH3:51])[S:47]([CH3:50])(=[O:48])=[O:49])[C:26]([C:12]4[CH:11]=[CH:10][C:9]([OH:8])=[C:14]([C:15]5[C:23]([CH2:24][OH:25])=[C:18]6[CH:19]=[CH:20][CH:21]=[CH:22][N:17]6[N:16]=5)[N:13]=4)=[CH:45][C:30]=3[C:31]=2[C:41]([NH:43][CH3:44])=[O:42])=[CH:39][CH:38]=1. Procedure: A mixture of compound 5-(5-(benzyloxy)-6-(3-(hydroxymethyl)pyrazolo[1,5-a]pyridin-2-yl)pyridin-2-yl)-2-(4-fluorophenyl)-N-methyl-6-(N-methylmethylsulfonamido)benzofuran-3-carboxamide (250 mg, 0.35 mmol) and Pd/C (20 mg) in MeOH (2 mL) was stirred at room temperature under H2 for 2 hours. The mixture was filtered and the filtrate was concentrated in vacuo. The resulting residue was purified using prep-TLC (EA:MeOH=20:1) to provide the product of compound 2-(4-fluorophenyl)-5-(5-hydroxy-6-(3-(hydr...